The task is: describe an organic reaction: reactants, conditions, products, and yield. This data is from the Open Reaction Database (ORD), a public repository of structured organic reaction records. Starting materials: C1COCCOCCOCCOCCOCCO1 (18-crown-6), [H-].[Na+] (Sodium hydride), N=1NN=NC1C1=CC=2N(C=C1)C=CN2 (7-(2H-tetrazol-5-yl)-imidazo[1,2-a]pyridine), FC(COS(=O)(=O)C(F)(F)F)(F)F (Trifluoro-methanesulfonic acid 2,2,2-trifluoro-ethyl ester). The solvent is CN(C)C=O (DMF). Run at time 1 hour. The product is FC(CN1N=C(N=N1)C1=CC=2N(C=C1)C=CN2)(F)F (7-[2-(2,2,2-Trifluoro-ethyl)-2H-tetrazol-5-yl]-imidazo[1,2-a]pyridine). Isolated yield 39.6%. RXN SMILES: [H-].[Na+].[N:3]1[NH:4][N:5]=[N:6][C:7]=1[C:8]1[CH:13]=[CH:12][N:11]2[CH:14]=[CH:15][N:16]=[C:10]2[CH:9]=1.[F:17][C:18]([F:29])([F:28])[CH2:19]OS(C(F)(F)F)(=O)=O.C1OCCOCCOCCOCCOCCOC1>CN(C=O)C>[F:17][C:18]([F:29])([F:28])[CH2:19][N:5]1[N:4]=[N:3][C:7]([C:8]2[CH:13]=[CH:12][N:11]3[CH:14]=[CH:15][N:16]=[C:10]3[CH:9]=2)=[N:6]1 |f:0.1|. Procedure details: Sodium hydride (60 mg, 1.5 mmol) was added to a stirred suspension of 7-(2H-tetrazol-5-yl)-imidazo[1,2-a]pyridine (250 mg, 1.3 mmol) in dry DMF (4 ml) under a nitrogen atmosphere. After 1 h, Trifluoro-methanesulfonic acid 2,2,2-trifluoro-ethyl ester (1.16 g, 5 mmol) was added, followed by 18-crown-6 (260 mg, Immol). The reaction mixture was stirred at room temperature for 18 h then quenched with water and extracted with EtOAc (×2). The combined organic extracts were washed with brine (×1), dried... Starting materials: C1(=CC=C(C=C1)NC(NC1(CC(=CC=C1)C)C(C(=O)NCCN1CCCC1)C)=O)C1=CC=CC=C1 (3-(3-Biphenyl-4-yl-ureido)-N-(2-pyrrolidin-1-yl-ethyl)-3-tolyl-propionamide), C1(=CC=C(C=C1)NC(NC(CC(=O)O)C1=CC=C(C=C1)C)=O)C1=CC=CC=C1 (3-(3-biphenyl-4-yl-ureido)-3-p-tolyl-propionic acid), N1(CCCC1)CCN (2-pyrrolidin-1-yl-ethylamine), C=1C=CC2=C(C1)N=NN2O (HOBt), CCN=C=NCCCN(C)C.Cl (EDCl). Solvent: CN(C)C=O (DMF), O (H2O). Run at time 20 hour. Product: C1(=CC=C(C=C1)NC(N[C@H](CC(=O)NCCN1CCCC1)C1=CC=C(C=C1)C)=O)C1=CC=CC=C1 ((R)-3-(3-Biphenyl-4-yl-ureido)-N-(2-pyrrolidin-1-yl-ethyl)-3-p-tolyl-propionamide). Yield: 63.0%. As a reaction SMILES: [C:1]1([C:30]2[CH:35]=[CH:34][CH:33]=[CH:32][CH:31]=2)[CH:6]=[CH:5][C:4]([NH:7][C:8](=[O:29])[NH:9][C:10]2([CH:17](C)[C:18]([NH:20][CH2:21][CH2:22][N:23]3[CH2:27][CH2:26][CH2:25][CH2:24]3)=[O:19])[CH:15]=[CH:14][CH:13]=[C:12]([CH3:16])[CH2:11]2)=[CH:3][CH:2]=1.[C:36]1(C2C=CC=CC=2)C=CC(NC(=O)NC(C2C=CC(C)=CC=2)CC(O)=O)=CC=1.N1(CCN)CCCC1.C1C=CC2N(O)N=NC=2C=1.CCN=C=NCCCN(C)C.Cl>CN(C=O)C.O>[C:1]1([C:30]2[CH:35]=[CH:34][CH:33]=[CH:32][CH:31]=2)[CH:2]=[CH:3][C:4]([NH:7][C:8](=[O:29])[NH:9][C@@H:10]([C:15]2[CH:36]=[CH:11][C:12]([CH3:16])=[CH:13][CH:14]=2)[CH2:17][C:18]([NH:20][CH2:21][CH2:22][N:23]2[CH2:27][CH2:26][CH2:25][CH2:24]2)=[O:19])=[CH:5][CH:6]=1 |f:4.5|. Procedure details: 3-(3-Biphenyl-4-yl-ureido)-N-(2-pyrrolidin-1-yl-ethyl)-3-tolyl-propionamide. To a solution of 3-(3-biphenyl-4-yl-ureido)-3-p-tolyl-propionic acid (0.15 g, 0.40 mmol), 2-pyrrolidin-1-yl-ethylamine (0.05 g, 0.40 mmol) and HOBt (0.081 g, 0.60 mmol) in DMF (4 mL), was added EDCl (0.12 g, 0.60 mmol). The resulting solution was stirred under N2 at rt for 20 h. The solution was diluted with H2O (20 mL) and extracted with EtOAc (3×30 mL). The combined extracts were washed with brine (40 mL), dried (Na2S... The reactants are ClC1=CC(=C(N=N1)CCCl)C=1NC2=CC=CC(=C2C1)F (2-(6-chloro-3-(2-chloroethyl)pyridazin-4-yl)-4-fluoro-1H-indole), C(=O)([O-])[O-].[Cs+].[Cs+] (Cs2CO3). Isolated yield 86.0%. Procedure details: To a suspension of 2-(6-chloro-3-(2-chloroethyl)pyridazin-4-yl)-4-fluoro-1H-indole (60 mg, 0.17 mmol) in DMF (1 mL) was added Cs2CO3 (124 mg, 0.34 mmol), and then the mixture was stirred for 20 minutes at 60° C. After being concentrated in vacuo, the resulting residue was suspended in H2O and extracted with DCM. The combined organic layer was washed with H2O and dried over Na2SO4. After concentration, the residue was purified by prep-TLC (DCM) to give the product of 2-chloro-11-fluoro-5,6-dihydr... RXN SMILES: [Cl:1][C:2]1[N:7]=[N:6][C:5]([CH2:8][CH2:9]Cl)=[C:4]([C:11]2[NH:12][C:13]3[C:18]([CH:19]=2)=[C:17]([F:20])[CH:16]=[CH:15][CH:14]=3)[CH:3]=1.C([O-])([O-])=O.[Cs+].[Cs+]>CN(C=O)C>[Cl:1][C:2]1[N:7]=[N:6][C:5]2[CH2:8][CH2:9][N:12]3[C:13]4[CH:14]=[CH:15][CH:16]=[C:17]([F:20])[C:18]=4[CH:19]=[C:11]3[C:4]=2[CH:3]=1 |f:1.2.3|. Product: ClC1=CC2=C(CCN3C2=CC=2C(=CC=CC32)F)N=N1 (2-chloro-11-fluoro-5,6-dihydropyridazino[4′,3′:3,4]pyrido[1,2-a]indole). Conditions: temperature 60 celsius, time 20 minute. Run in CN(C)C=O (DMF). The reactants are C(C)OC(\C=C\[C@](CCC1=CC=C(C=C1)OCCCCCCC)(C)NC(=O)OC(C)(C)C)=O ((E)-(R)-4-tert-butoxycarbonylamino-6-(4-heptyloxy-phenyl)-4-methyl-hex-2-enoic acid ethyl ester), [OH-].[Li+] (lithium hydroxide), CCOC(=O)C (AcOEt), Cl (HCl). The solvent is CO (methanol), C1CCOC1 (THF), O (water). Reaction conditions: time 3.5 hour. Product: C(C)(C)(C)OC(=O)N[C@@](/C=C/C(=O)O)(CCC1=CC=C(C=C1)OCCCCCCC)C ((E)-(R)-4-tert-Butoxycarbonylamino-6-(4-heptyloxy-phenyl)-4-methyl-hex-2-enoic acid). As a reaction SMILES: C([O:3][C:4](=[O:33])/[CH:5]=[CH:6]/[C@@:7]([NH:25][C:26]([O:28][C:29]([CH3:32])([CH3:31])[CH3:30])=[O:27])([CH3:24])[CH2:8][CH2:9][C:10]1[CH:15]=[CH:14][C:13]([O:16][CH2:17][CH2:18][CH2:19][CH2:20][CH2:21][CH2:22][CH3:23])=[CH:12][CH:11]=1)C.[OH-].[Li+].CCOC(C)=O.Cl>CO.C1COCC1.O>[C:29]([O:28][C:26]([NH:25][C@:7]([CH3:24])([CH2:8][CH2:9][C:10]1[CH:15]=[CH:14][C:13]([O:16][CH2:17][CH2:18][CH2:19][CH2:20][CH2:21][CH2:22][CH3:23])=[CH:12][CH:11]=1)/[CH:6]=[CH:5]/[C:4]([OH:33])=[O:3])=[O:27])([CH3:32])([CH3:31])[CH3:30] |f:1.2|. Procedure details: To a stirred solution of (E)-(R)-4-tert-butoxycarbonylamino-6-(4-heptyloxy-phenyl)-4-methyl-hex-2-enoic acid ethyl ester (56 mg, 0.12 mMol) in methanol (0.5 ml), THF (0.5 ml) and water (0.5 ml) is added lithium hydroxide (14 mg, 0.61 mMol). The mixture is stirred at RT for 3.5 hours. The reaction mixture is then poured onto a biphasic mixture of AcOEt and HCl (aqueous, 1 M). The aqueous phase is extracted twice with AcOEt. The combined organic layers are washed with a small amount of NaHCO3 (sat... The reactants are COC1=CC=C(C2=CC=CC=C12)C(=O)CCC(=O)O (3-(4-Methoxy-1-naphthoyl)propionic acid), N1[C@H](C(=O)O)CCC1 (L-proline). The product is COC1=CC=C(C2=CC=CC=C12)C(=O)CCC(=O)N1[C@H](C(=O)O)CCC1 (1-[3-(4-methoxy-1-naphthoyl)propionyl]-L-proline). Reaction SMILES: [CH3:1][O:2][C:3]1[C:12]2[C:7](=[CH:8][CH:9]=[CH:10][CH:11]=2)[C:6]([C:13]([CH2:15][CH2:16][C:17]([OH:19])=O)=[O:14])=[CH:5][CH:4]=1.[NH:20]1[CH2:27][CH2:26][CH2:25][C@H:21]1[C:22]([OH:24])=[O:23]>>[CH3:1][O:2][C:3]1[C:12]2[C:7](=[CH:8][CH:9]=[CH:10][CH:11]=2)[C:6]([C:13]([CH2:15][CH2:16][C:17]([N:20]2[CH2:27][CH2:26][CH2:25][C@H:21]2[C:22]([OH:24])=[O:23])=[O:19])=[O:14])=[CH:5][CH:4]=1. Procedure details: 3-(4-Methoxy-1-naphthoyl)propionic acid is coupled to L-proline as described in Examples 15 and 16 to give 1-[3-(4-methoxy-1-naphthoyl)propionyl]-L-proline. The preciding compound is reacted with bromine in acetic acid as in Example 26 and the product reacted with potassium thioacetate in ethanol to give the product of the Example as a glass. Reactants: C(C(=O)O)(=O)O.O1C2CNCC1C1=C2C=CC=C1 (1,5-Epoxy-1,2,4,5-tetrahydro-3-benzazepin oxalate), [OH-].[Na+] (NaOH). Product: N1=C2C(C=CC3=C1C=CC=C3)O2 (3-H-epoxybenzazepin). The yield is 103.8%. RXN SMILES: C(O)(=O)C(O)=O.[O:7]1[CH:12]2[C:13]3[CH:18]=[CH:17][CH:16]=[CH:15][C:14]=3[CH:8]1[CH2:9][NH:10][CH2:11]2.[OH-].[Na+]>>[N:10]1[C:9]2[CH:8]=[CH:14][CH:15]=[CH:16][C:17]=2[CH:18]=[CH:13][CH:12]2[O:7][C:11]=12 |f:0.1,2.3|. Procedure details: The product prepared in Example 19 (3.85 g, 0.15M) was made basic with NaOH, partitioned between H2O and CH2Cl2, and the organic layer dried (Na2SO4) and evaporated to give the 3-H-epoxybenzazepin (2.50 g, 0.015M). This compound was treated with propionic anhydride (10 ml) and allowed to stir for two hours. Excess propionic anhydride was removed in vacuo to give 3-propoxy-epoxybenzazepin as a white solid (3.3 g, 98% yield). Reactants: C1(=CC=CC=C1)S(=O)(=O)CC1=CC=C(C(=C1C(=O)OCC)OC)Br (ethyl 6-(benzenesulphonylmethyl)-3-bromo-2-methoxybenzoate), C1(=CC=CC=C1)S(=O)(=O)CC1=CC=C(C(=C1C(=O)OCC)OC)Br (ethyl 6-(benzenesulphonylmethyl)-3-bromo-2-methoxybenzoate), potassium methyltrifluoro borate, palladium chloride dppf, C(Cl)Cl (DCM), C([O-])([O-])=O.[Cs+].[Cs+] (cesium carbonate). Run in C1CCOC1 (THF), O (water). Reaction conditions: temperature 160 celsius. Product: C1(=CC=CC=C1)S(=O)(=O)CC1=CC=C(C(=C1C(=O)OCC)OC)C (ethyl 6-(benzenesulphonylmethyl)-2-methoxy-3-methylbenzoate). Yield: 18.5%. As a reaction SMILES: [C:1]1([S:7]([CH2:10][C:11]2[C:16]([C:17]([O:19][CH2:20][CH3:21])=[O:18])=[C:15]([O:22][CH3:23])[C:14](Br)=[CH:13][CH:12]=2)(=[O:9])=[O:8])[CH:6]=[CH:5][CH:4]=[CH:3][CH:2]=1.[CH2:25](Cl)Cl.C(=O)([O-])[O-].[Cs+].[Cs+]>C1COCC1.O>[C:1]1([S:7]([CH2:10][C:11]2[C:16]([C:17]([O:19][CH2:20][CH3:21])=[O:18])=[C:15]([O:22][CH3:23])[C:14]([CH3:25])=[CH:13][CH:12]=2)(=[O:9])=[O:8])[CH:6]=[CH:5][CH:4]=[CH:3][CH:2]=1 |f:2.3.4|. Reported procedure: A mixture of ethyl 6-(benzenesulphonylmethyl)-3-bromo-2-methoxybenzoate (Intermediate 61, 0.332 g), potassium methyltrifluoro borate (0.0675 g), palladium chloride dppf adduct with DCM (0.066 g) and cesium carbonate (0.786 g) in THF (9 ml) and water (1 ml) was sealed in a microwave vial and degassed. The mixture was then heated in the microwave at 160° C. for 30 minutes. After cooling, the mixture was dried (MgSO4) and filtered through Celite, and the pad was washed with ethyl acetate. The filtr...